Task: describe an organic reaction: reactants, conditions, products, and yield. Dataset: the Open Reaction Database (ORD), a public repository of structured organic reaction records The reactants are C([O-])([O-])=O.[K+].[K+] (Potassium carbonate), S(=O)(=O)(C)OCCN1C(OC2=C1C=CC=C2)=O (3-(2-mesyloxyethyl)benzoxazolin-2-one), C1NCCC2=C1NC1=CC=CC=C21 (1,2,3,4-tetrahydropyrido[3,4-b]indole). Solvent: C(C)#N (acetonitrile). Product: C1N(CCC2=C1NC1=CC=CC=C21)CCN2C(OC1=C2C=CC=C1)=O (3-(2-(1,2,3,4-Tetrahydropyrido[3,4-b]indol-2-yl)ethyl)benzoxazolin-2-one). As a reaction SMILES: C(=O)([O-])[O-].[K+].[K+].S(O[CH2:12][CH2:13][N:14]1[C:18]2[CH:19]=[CH:20][CH:21]=[CH:22][C:17]=2[O:16][C:15]1=[O:23])(C)(=O)=O.[CH2:24]1[C:29]2[NH:30][C:31]3[C:36]([C:28]=2[CH2:27][CH2:26][NH:25]1)=[CH:35][CH:34]=[CH:33][CH:32]=3>C(#N)C>[CH2:24]1[C:29]2[NH:30][C:31]3[C:36]([C:28]=2[CH2:27][CH2:26][N:25]1[CH2:12][CH2:13][N:14]1[C:18]2[CH:19]=[CH:20][CH:21]=[CH:22][C:17]=2[O:16][C:15]1=[O:23])=[CH:35][CH:34]=[CH:33][CH:32]=3 |f:0.1.2|. Procedure details: Potassium carbonate (0.828 g, 6 mmol), 3-(2-mesyloxyethyl)benzoxazolin-2-one (1.494 g, 5.814 mmol) and 1,2,3,4-tetrahydropyrido[3,4-b]indole (1 g, 5.814 mmol) in acetonitrile (30 ml) were heated under reflux under nitrogen for 16 hours. The solvent was evaporated in vacuo and the residue partitioned between ethyl acetate (80 ml) and water (30 ml). The water was separated and hydrochloric acid (0.5M, 40 ml) was added. The resultant white precipitate was collected by filtration and suspended in so... Starting materials: C(#N)CCC(=O)NN (3-cyanopropanehydrazide), CC1=C(C(=O)N2CCC(CC2)C2=CC=C(C#N)C=C2)C=C(C(=C1)C)C1=NN=C(N1)CC1COCC1 (4-(1-(2,4-dimethyl-5-(5-((tetrahydrofuran-3-yl)methyl)-4H-1,2,4-triazol-3-yl)benzoyl)piperidin-4-yl)benzonitrile), CC1=C(C(=O)N2CCC(CC2)C2=CC=C(C#N)C=C2)C=C(C(=C1)C)C1=NN=C(N1)CC1COCC1 (4-(1-(2,4-dimethyl-5-(5-((tetrahydrofuran-3-yl)methyl)-4H-1,2,4-triazol-3-yl)benzoyl)piperidin-4-yl)benzonitrile), O1CC(CC1)CC(=O)NN (2-(tetrahydrofuran-3-yl)acetohydrazide), C(#N)CCC(=O)NN (3-cyanopropanehydrazide). The product is C(#N)CCC=1NC(=NN1)C=1C(=CC(=C(C(=O)N2CCC(CC2)C2=CC=C(C#N)C=C2)C1)C)C (4-(1-(5-(5-(2-cyanoethyl)-4H-1,2,4-triazol-3-yl)-2,4-dimethylbenzoyl)piperidin-4-yl)benzonitrile). As a reaction SMILES: [CH3:1][C:2]1[CH:23]=[C:22]([CH3:24])[C:21]([C:25]2[NH:29][C:28]([CH2:30][CH:31]3[CH2:35]COC3)=[N:27][N:26]=2)=[CH:20][C:3]=1[C:4]([N:6]1[CH2:11][CH2:10][CH:9]([C:12]2[CH:19]=[CH:18][C:15]([C:16]#[N:17])=[CH:14][CH:13]=2)[CH2:8][CH2:7]1)=[O:5].C(CCC(NN)=O)#[N:37].O1CCC(CC(NN)=O)C1>>[C:35]([CH2:31][CH2:30][C:28]1[NH:29][C:25]([C:21]2[C:22]([CH3:24])=[CH:23][C:2]([CH3:1])=[C:3]([CH:20]=2)[C:4]([N:6]2[CH2:11][CH2:10][CH:9]([C:12]3[CH:13]=[CH:14][C:15]([C:16]#[N:17])=[CH:18][CH:19]=3)[CH2:8][CH2:7]2)=[O:5])=[N:26][N:27]=1)#[N:37]. Procedure: The title compound was prepared using standard chemical manipulations and procedures similar to those used for the preparation of 4-(1-(2,4-dimethyl-5-(5-((tetrahydrofuran-3-yl)methyl)-4H-1,2,4-triazol-3-yl)benzoyl)piperidin-4-yl)benzonitrile (compound 130), using 3-cyanopropanehydrazide (compound 140.1) instead of 2-(tetrahydrofuran-3-yl)acetohydrazide (compound 130.4). m/z (ES+) 439 (M+H)+. 1H-NMR (300 Hz, CD3OD): δ 7.68 (d, 2H), 7.58-4.47 (m, 3H), 7.30 (s, 1H), 4.89-4.80 (m, 1H), 3.65-3.62 (m... Starting materials: NC=1C=C(C(C(=O)O)=CC1)O (p-aminosalicylic acid), C(C)(=O)OC(C)=O (acetic anhydride). Solvent: C(C)O (ethanol). Conditions: temperature 40 celsius, time 3 hour. Yields the product C(C)(=O)NC=1C=C(C(C(=O)O)=CC1)O (4-acetamidosalicylic acid). Isolated yield 92.0%. Reaction SMILES: [NH2:1][C:2]1[CH:3]=[C:4]([OH:11])[C:5](=[CH:9][CH:10]=1)[C:6]([OH:8])=[O:7].[C:12](OC(=O)C)(=[O:14])[CH3:13]>C(O)C>[C:12]([NH:1][C:2]1[CH:3]=[C:4]([OH:11])[C:5](=[CH:9][CH:10]=1)[C:6]([OH:8])=[O:7])(=[O:14])[CH3:13]. Procedure details: 30.6 grs (0.2 mol) p-aminosalicylic acid and 100 cc ethanol were introduced into a 250 ml flask, and the mixture was heated to 40° C. 20.4 grs (0.2 mol) acetic anhydride was then added at such a rate that the temperature did not exceed 50° C. When the addition was complete, the mixture was stirred at 50° C. for 3 hours. The product was filtered. Weight: 36 grs m.p. = 235° C. Yield = 92%. The reactants are CCO, CCN(C(C)C)C(C)C, O=[N+]([O-])c1cc(C(F)(F)F)ccc1F, c1cn[nH]c1. Product: O=[N+]([O-])c1cc(C(F)(F)F)ccc1-n1cccn1. Reaction SMILES: [CH3:29][CH2:30][OH:31].[CH:20]([N:21]([CH2:22][CH3:23])[CH:24]([CH3:25])[CH3:26])([CH3:27])[CH3:28].[F:1][c:2]1[c:3]([N+:12](=[O:13])[O-:14])[cH:4][c:5]([C:8]([F:9])([F:10])[F:11])[cH:6][cH:7]1.[nH:15]1[n:16][cH:17][cH:18][cH:19]1>>[c:2]1(-[n:15]2[n:16][cH:17][cH:18][cH:19]2)[c:3]([N+:12](=[O:13])[O-:14])[cH:4][c:5]([C:8]([F:9])([F:10])[F:11])[cH:6][cH:7]1. RXN SMILES: [CH:1]1([NH:7][C:8]2[CH:15]=[CH:14][C:11]([C:12]#[N:13])=[CH:10][N:9]=2)[CH2:6][CH2:5][CH2:4][CH2:3][CH2:2]1.[H][H]>CO.FC(F)(F)C(O)=O.[Pd]>[NH2:13][CH2:12][C:11]1[CH:14]=[CH:15][C:8]([NH:7][CH:1]2[CH2:2][CH2:3][CH2:4][CH2:5][CH2:6]2)=[N:9][CH:10]=1. Yields the product NCC=1C=CC(=NC1)NC1CCCCC1 (5-Aminomethyl-2-cyclohexylamino-pyridine). Solvent: CO (methanol), FC(C(=O)O)(F)F (trifluoroacetic acid). Reagents/catalysts: [Pd] (Pd/C). Isolated yield 63.1%. Procedure details: Charge a solution of 6-cyclohexylamino-nicotinonitrile (1.4 g, 7.1 mmol) in methanol (70 mL) and trifluoroacetic acid (5 mL) to a pressure vessel containing 10% Pd/C (Degussa type E101, 600 mg). Pressurize the vessel to 40 psi with hydrogen and stir for 2 h. Filter the mixture through Celite®, wash with warm ethanol, and dichloromethane. Concentrate the filtrate in vacuo. Purify the crude mixture by chromatography on silica gel eluting with dichloromethane/2M ammonia in methanol (99:1 to 90:10 g... Reactants: C1(CCCCC1)NC1=NC=C(C#N)C=C1 (6-cyclohexylamino-nicotinonitrile), [H][H] (hydrogen). The reactants are CC(C)(C)OC(=O)N1CCC(N)CC1, CS(C)=O, CCN(C(C)C)C(C)C, CS(=O)(=O)c1nccc(-c2c(-c3ccc(F)cc3)nc3sccn23)n1, O. Reaction SMILES: [C:26]([CH3:27])([CH3:28])([CH3:29])[O:30][C:31](=[O:32])[N:33]1[CH2:34][CH2:35][CH:36]([NH2:39])[CH2:37][CH2:38]1.[CH3:50][S:51]([CH3:52])=[O:53].[CH:40]([N:41]([CH2:42][CH3:43])[CH:44]([CH3:45])[CH3:46])([CH3:47])[CH3:48].[F:1][c:2]1[cH:3][cH:4][c:5](-[c:8]2[n:9][c:10]3[s:11][cH:12][cH:13][n:14]3[c:15]2-[c:16]2[n:17][c:18]([S:22]([CH3:23])(=[O:24])=[O:25])[n:19][cH:20][cH:21]2)[cH:6][cH:7]1.[OH2:49]>>[F:1][c:2]1[cH:3][cH:4][c:5](-[c:8]2[n:9][c:10]3[s:11][cH:12][cH:13][n:14]3[c:15]2-[c:16]2[n:17][c:18]([NH:39][CH:36]3[CH2:35][CH2:34][N:33]([C:31]([O:30][C:26]([CH3:27])([CH3:28])[CH3:29])=[O:32])[CH2:38][CH2:37]3)[n:19][cH:20][cH:21]2)[cH:6][cH:7]1. Product: CC(C)(C)OC(=O)N1CCC(Nc2nccc(-c3c(-c4ccc(F)cc4)nc4sccn34)n2)CC1.